This data is from the Open Reaction Database (ORD), a public repository of structured organic reaction records. The task is: describe an organic reaction: reactants, conditions, products, and yield Starting materials: CC(C)(C)OC(=O)N1CCC(=O)CC1, C1CCOC1, C1CCOC1, COP(=O)(Cc1cc2nc(Cl)nc(N3CCOCC3)c2s1)OC, CCCCCCC, CCc1ccccc1, CC(C)[N-]C(C)C, [Li+]. The product is CC(C)(C)OC(=O)N1CCC(=Cc2cc3nc(Cl)nc(N4CCOCC4)c3s2)CC1. RXN SMILES: [C:32]([CH3:33])([CH3:34])([CH3:35])[O:36][C:37](=[O:38])[N:39]1[CH2:40][CH2:41][C:42](=[O:45])[CH2:43][CH2:44]1.[CH2:46]1[O:47][CH2:48][CH2:49][CH2:50]1.[CH2:51]1[O:52][CH2:53][CH2:54][CH2:55]1.[CH3:1][O:2][P:3](=[O:4])([O:5][CH3:6])[CH2:7][c:8]1[cH:9][c:10]2[n:11][c:12]([Cl:23])[n:13][c:14]([N:17]3[CH2:18][CH2:19][O:20][CH2:21][CH2:22]3)[c:15]2[s:16]1.[CH3:56][CH2:57][CH2:58][CH2:59][CH2:60][CH2:61][CH3:62].[CH3:63][CH2:64][c:65]1[cH:66][cH:67][cH:68][cH:69][cH:70]1.[CH:24]([N-:25][CH:26]([CH3:27])[CH3:28])([CH3:29])[CH3:30].[Li+:31]>>[CH:7]([c:8]1[cH:9][c:10]2[n:11][c:12]([Cl:23])[n:13][c:14]([N:17]3[CH2:18][CH2:19][O:20][CH2:21][CH2:22]3)[c:15]2[s:16]1)=[C:42]1[CH2:41][CH2:40][N:39]([C:37]([O:36][C:32]([CH3:33])([CH3:34])[CH3:35])=[O:38])[CH2:44][CH2:43]1. Reactants: C(=O)(OC)C=1C=C2C=CC=CN2C1C(CCOC)=O (2-carbomethoxy-3-methoxymethylacetylindolizine), O.NN (hydrazine hydrate), C(C)O (ethanol). The product is COCC1=NNC(C=2C=C3C=CC=CN3C21)=O (4-methoxymethylpyridazino[4,5-b]indolizin-1-one). Isolated yield 97.0%. As a reaction SMILES: [C:1]([C:5]1[CH:6]=[C:7]2[N:12]([C:13]=1[C:14](=O)[CH2:15]COC)[CH:11]=[CH:10][CH:9]=[CH:8]2)([O:3]C)=O.O.[NH2:21][NH2:22].[CH2:23]([OH:25])C>>[CH3:23][O:25][CH2:15][C:14]1[C:13]2[N:12]3[C:7]([CH:8]=[CH:9][CH:10]=[CH:11]3)=[CH:6][C:5]=2[C:1](=[O:3])[NH:22][N:21]=1 |f:1.2|. Procedure: A mixture of (IV) [7.06 g, 30.5 mmol] and excess 85% hydrazine hydrate in ethanol (300 mL) was heated under reflux (a precipitate formed). After cooling, the solid was collected by filtration and dried to give 4-methoxymethylpyridazino[4,5-b]indolizin-1-one (V, 6.81 g, 97%) The reactants are C1(=CC=CC=C1)N(C1=CC=C(C=C1)C=CC1=CC=C(C=C1)OC)C1=CC=CC=C1 (4-diphenylamino-4'-methoxystilbene), [H][H] (hydrogen). Reagents/catalysts: [Pd] (Pd/C). The solvent is O1CCOCC1 (dioxane). The product is C1(=CC=CC=C1)N(C1=CC=C(C=C1)CCC1=CC=C(C=C1)OC)C1=CC=CC=C1 (1-(4-diphenylaminophenyl)-2-(4-methoxyphenyl)ethane). As a reaction SMILES: [C:1]1([N:7]([C:24]2[CH:29]=[CH:28][CH:27]=[CH:26][CH:25]=2)[C:8]2[CH:13]=[CH:12][C:11]([CH:14]=[CH:15][C:16]3[CH:21]=[CH:20][C:19]([O:22][CH3:23])=[CH:18][CH:17]=3)=[CH:10][CH:9]=2)[CH:6]=[CH:5][CH:4]=[CH:3][CH:2]=1.[H][H]>O1CCOCC1.[Pd]>[C:1]1([N:7]([C:24]2[CH:29]=[CH:28][CH:27]=[CH:26][CH:25]=2)[C:8]2[CH:13]=[CH:12][C:11]([CH2:14][CH2:15][C:16]3[CH:17]=[CH:18][C:19]([O:22][CH3:23])=[CH:20][CH:21]=3)=[CH:10][CH:9]=2)[CH:6]=[CH:5][CH:4]=[CH:3][CH:2]=1. Procedure details: 37.7 g (0.1 mol) of the 4-diphenylamino-4'-methoxystilbene prepared in Synthesis Example 1-1 was dissolved in 250 ml of dioxane. To the thus obtained mixture, 4 g of 5% Pd/C powder and then 2.4 l of hydrogen were added. A solvent was distilled away from the reaction mixture, whereby 1-(4-diphenylaminophenyl)-2-(4-methoxyphenyl)ethane was obtained as an oily transport compound of light yellow in color. RXN SMILES: [Br:1][c:2]1[n:3][c:4]([CH2:8][N:9]2[CH2:10][CH2:11][CH2:12][CH2:13][CH2:14]2)[cH:5][cH:6][cH:7]1.[NH4+:16].[OH-:15].[OH2:17]>>[c:2]1([NH2:16])[n:3][c:4]([CH2:8][N:9]2[CH2:10][CH2:11][CH2:12][CH2:13][CH2:14]2)[cH:5][cH:6][cH:7]1. The product is Nc1cccc(CN2CCCCC2)n1. Starting materials: Brc1cccc(CN2CCCCC2)n1, [NH4+], [OH-], O. Starting materials: CCO, [H][H], Cc1cc(N=[N+]=[N-])cc(=O)o1. Yields the product Cc1cc(N)cc(=O)o1. As a reaction SMILES: [CH3:14][CH2:15][OH:16].[H:12][H:13].[N:1](=[N+:2]=[N-:3])[c:4]1[cH:5][c:6](=[O:11])[o:7][c:8]([CH3:10])[cH:9]1>>[NH2:1][c:4]1[cH:5][c:6](=[O:11])[o:7][c:8]([CH3:10])[cH:9]1. Starting materials: Br, O=C([O-])O, [Na+], COc1cccc(C2CCCN2Cc2ccccc2)c1. Yields the product Oc1cccc(C2CCCN2Cc2ccccc2)c1. Reaction SMILES: [BrH:26].[C:21](=[O:22])([OH:23])[O-:24].[Na+:25].[c:1]1([CH2:7][N:8]2[CH:9]([c:13]3[cH:14][c:15]([O:19][CH3:20])[cH:16][cH:17][cH:18]3)[CH2:10][CH2:11][CH2:12]2)[cH:2][cH:3][cH:4][cH:5][cH:6]1>>[c:1]1([CH2:7][N:8]2[CH:9]([c:13]3[cH:14][c:15]([OH:19])[cH:16][cH:17][cH:18]3)[CH2:10][CH2:11][CH2:12]2)[cH:2][cH:3][cH:4][cH:5][cH:6]1.